Dataset: the Open Reaction Database (ORD), a public repository of structured organic reaction records. Task: describe an organic reaction: reactants, conditions, products, and yield The reactants are O=c1n(-c2ccc(OCCBr)cc2)ccn1-c1ccc(Oc2ccccc2)cc1, CC#N, [I-], N, [Na+]. Product: NCCOc1ccc(-n2ccn(-c3ccc(Oc4ccccc4)cc3)c2=O)cc1. Reaction SMILES: [Br:1][CH2:2][CH2:3][O:4][c:5]1[cH:6][cH:7][c:8](-[n:11]2[c:12](=[O:29])[n:13](-[c:16]3[cH:17][cH:18][c:19]([O:22][c:23]4[cH:24][cH:25][cH:26][cH:27][cH:28]4)[cH:20][cH:21]3)[cH:14][cH:15]2)[cH:9][cH:10]1.[CH3:33][C:34]#[N:35].[I-:32].[NH3:30].[Na+:31]>>[CH2:2]([CH2:3][O:4][c:5]1[cH:6][cH:7][c:8](-[n:11]2[c:12](=[O:29])[n:13](-[c:16]3[cH:17][cH:18][c:19]([O:22][c:23]4[cH:24][cH:25][cH:26][cH:27][cH:28]4)[cH:20][cH:21]3)[cH:14][cH:15]2)[cH:9][cH:10]1)[NH2:30].